From a dataset of the Open Reaction Database (ORD), a public repository of structured organic reaction records. describe an organic reaction: reactants, conditions, products, and yield Reactants: O=C(n1ccnc1)n1ccnc1, O=C(O)c1cnc2sc3ccc(Cl)cc3n2c1=O, CN(C)C=O, Nc1nnn[nH]1. Yields the product O=C(Nc1nnn[nH]1)c1cnc2sc3ccc(Cl)cc3n2c1=O. RXN SMILES: [C:19]([n:20]1[cH:21][cH:22][n:23][cH:24]1)([n:25]1[cH:26][cH:27][n:28][cH:29]1)=[O:30].[C:1](=[O:2])([OH:3])[c:4]1[cH:5][n:6][c:7]2[s:8][c:9]3[c:10]([n:11]2[c:12]1=[O:13])[cH:14][c:15]([Cl:18])[cH:16][cH:17]3.[CH3:37][N:38]([CH3:39])[CH:40]=[O:41].[NH2:31][c:32]1[n:33][n:34][n:35][nH:36]1>>[C:1](=[O:3])([c:4]1[cH:5][n:6][c:7]2[s:8][c:9]3[c:10]([n:11]2[c:12]1=[O:13])[cH:14][c:15]([Cl:18])[cH:16][cH:17]3)[NH:31][c:32]1[nH:33][n:34][n:35][n:36]1. Reactants: CCCCNC(=O)C1CCCN1, O=C(NC(Cc1c[nH]cn1)C(=O)O)OCc1ccccc1, CCOC(C)=O, [N-]=[N+]=[N-]. The product is CCCCNC(=O)C1CCCN1C(=O)C(Cc1c[nH]cn1)NC(=O)OCc1ccccc1. RXN SMILES: [CH2:25]([CH2:26][CH2:27][CH3:28])[NH:29][C:30](=[O:31])[CH:32]1[NH:33][CH2:34][CH2:35][CH2:36]1.[CH2:4]([c:5]1[cH:6][cH:7][cH:8][cH:9][cH:10]1)[O:11][C:12](=[O:13])[NH:14][CH:15]([CH2:16][c:17]1[cH:18][nH:19][cH:20][n:21]1)[C:22](=[O:23])[OH:24].[CH3:37][CH2:38][O:39][C:40](=[O:41])[CH3:42].[N-:1]=[N+:2]=[N-:3]>>[CH2:4]([c:5]1[cH:6][cH:7][cH:8][cH:9][cH:10]1)[O:11][C:12](=[O:13])[NH:14][CH:15]([CH2:16][c:17]1[cH:18][nH:19][cH:20][n:21]1)[C:22](=[O:24])[N:33]1[CH:32]([C:30]([NH:29][CH2:25][CH2:26][CH2:27][CH3:28])=[O:31])[CH2:36][CH2:35][CH2:34]1. Reactants: ClC1=C(C=CC=C1)C1=NNC(=N1)C1=C(C=CC=C1)Cl (3,5-Bis(2-chlorophenyl)-1,2,4-triazole), C[O-].[Na+] (sodium methoxide), CI (methyl iodide). The solvent is CO (methanol). Run at time 3 day. Product: CN1N=C(N=C1C1=C(C=CC=C1)Cl)C1=C(C=CC=C1)Cl (1-Methyl-3,5-bis(2-chlorophenyl)-1,2,4-triazole). Yield: 25.4%. As a reaction SMILES: [Cl:1][C:2]1[CH:7]=[CH:6][CH:5]=[CH:4][C:3]=1[C:8]1[N:12]=[C:11]([C:13]2[CH:18]=[CH:17][CH:16]=[CH:15][C:14]=2[Cl:19])[NH:10][N:9]=1.[CH3:20][O-].[Na+].CI>CO>[CH3:20][N:9]1[C:8]([C:3]2[CH:4]=[CH:5][CH:6]=[CH:7][C:2]=2[Cl:1])=[N:12][C:11]([C:13]2[CH:18]=[CH:17][CH:16]=[CH:15][C:14]=2[Cl:19])=[N:10]1 |f:1.2|. Procedure: The product of stage (b) (3.0 g) and sodium methoxide (0.57 g) were dissolved in methanol (75 ml) and treated with methyl iodide (1.3 g). After standing for 3 days the solution was evaporated to dryness, treated with water and extracted into dichloromethane. The extract was washed with water and dried. Evaporation yielded 0.8 g of a solid, mp 82°-85° C., which was recrystallised twice from petroleum ether (80°-100°). Reactants: [OH-].[K+] (potassium hydroxide), O(C1=CC=CC=C1)C=1C=C(COCC(C)(C)C2=CC(=C(C=C2)OCC)Cl)C=CC1 (4-ethoxy-3-chloroneophyl m-phenoxybenzyl ether), CCOCC (ether), CCOCC (ether), O(C1=CC=CC=C1)C=1C=C(COCC(C)(C)C2=CC(=C(C=C2)OCC)Cl)C=CC1 (4-ethoxy-3-chloroneophyl m-phenoxybenzyl ether), CCOCC (ether). The solvent is CN1C(N(CC1)C)=O (N,N'-dimethylimidazolidinone). The product is O(C1=CC=CC=C1)C=1C=C(COCC(C)(C)C2=CC(=C(C=C2)O)Cl)C=CC1 (4-hydroxy-3-chloroneophyl m-phenoxybenzyl ether). The yield is 50.0%. As a reaction SMILES: [O:1]([C:8]1[CH:9]=[C:10]([CH:27]=[CH:28][CH:29]=1)[CH2:11][O:12][CH2:13][C:14]([C:17]1[CH:22]=[CH:21][C:20]([O:23]CC)=[C:19]([Cl:26])[CH:18]=1)([CH3:16])[CH3:15])[C:2]1[CH:7]=[CH:6][CH:5]=[CH:4][CH:3]=1.CCOCC.[OH-].[K+]>CN1CCN(C)C1=O>[O:1]([C:8]1[CH:9]=[C:10]([CH:27]=[CH:28][CH:29]=1)[CH2:11][O:12][CH2:13][C:14]([C:17]1[CH:22]=[CH:21][C:20]([OH:23])=[C:19]([Cl:26])[CH:18]=1)([CH3:16])[CH3:15])[C:2]1[CH:7]=[CH:6][CH:5]=[CH:4][CH:3]=1 |f:2.3|. Procedure: With respect to the production of the compound of the formula (II), there is known only a process disclosed in Japanese Patent Application Kokai (Laid-Open) No. 212335/1987. The document discloses a process for producing 3-chloro-4-hydroxyneophyl m-phenoxybenzyl ether [a compound of the formula (II) wherein X1 =Cl and X2 =H] by subjecting 4-ethoxy-3-chloroneophyl m-phenoxybenzyl ether to an ether cleavage reaction. It is specifically a process comprising subjecting 4-ethoxy-3-chloroneophyl m-phe...